This data is from the Open Reaction Database (ORD), a public repository of structured organic reaction records. The task is: describe an organic reaction: reactants, conditions, products, and yield Starting materials: CCN, O=C(O)c1cc(O)ccc1Cl. The product is CCNC(=O)c1cc(O)ccc1Cl. As a reaction SMILES: [CH3:12][CH2:13][NH2:14].[Cl:1][c:2]1[c:3]([C:4](=[O:5])[OH:6])[cH:7][c:8]([OH:11])[cH:9][cH:10]1>>[Cl:1][c:2]1[c:3]([C:4](=[O:6])[NH:14][CH2:13][CH3:12])[cH:7][c:8]([OH:11])[cH:9][cH:10]1. Starting materials: CN1C(C(C2=CC(=CC=C12)S(=O)(=O)N1[C@@H](CCC1)COC1=CC=CC=C1)=O)=O ((S)-1-Methyl-5-(2-phenoxymethyl-pyrrolidine-1-sulfonyl)-1H-indole-2,3-dione), C(C1=CC=CC=C1)Br (benzyl bromide). Product: C(C1=CC=CC=C1)N1C(C(C2=CC(=CC=C12)S(=O)(=O)N1[C@@H](CCC1)COC1=CC=CC=C1)=O)=O ((S)-1-Benzyl-5-(2-phenoxymethyl-pyrrolidine-1-sulfonyl)-1H-indole-2,3-dione). Isolated yield 64.0%. As a reaction SMILES: [CH3:1][N:2]1[C:10]2[C:5](=[CH:6][C:7]([S:11]([N:14]3[CH2:18][CH2:17][CH2:16][C@H:15]3[CH2:19][O:20][C:21]3[CH:26]=[CH:25][CH:24]=[CH:23][CH:22]=3)(=[O:13])=[O:12])=[CH:8][CH:9]=2)[C:4](=[O:27])[C:3]1=[O:28].C(Br)[C:30]1[CH:35]=[CH:34][CH:33]=[CH:32][CH:31]=1>>[CH2:1]([N:2]1[C:10]2[C:5](=[CH:6][C:7]([S:11]([N:14]3[CH2:18][CH2:17][CH2:16][C@H:15]3[CH2:19][O:20][C:21]3[CH:26]=[CH:25][CH:24]=[CH:23][CH:22]=3)(=[O:12])=[O:13])=[CH:8][CH:9]=2)[C:4](=[O:27])[C:3]1=[O:28])[C:30]1[CH:35]=[CH:34][CH:33]=[CH:32][CH:31]=1. Procedure details: (S)-1-Benzyl-5-(2-phenoxymethyl-pyrrolidine-1-sulfonyl)-1H-indole-2,3-dione (2) was prepared according to the same procedure for compound 11a, except using benzyl bromide, and purified with hexanes-ether (1:2) to afford 152 mg (64%) of 2 as a yellow solid, mp 97.2-99.1° C. 1H NMR (300 MHz, CDCl3) δ 8.01 (d, J=1.5 Hz, 1H), 7.94 (dd, J=8.4 Hz, J=1.8 Hz, 1H), 7.36 (m, 5H), 7.22 (m, 2H), 6.95-6.79 (m, 4H), 4.92 (s, 2H), 4.15 (dd, J=8.85 Hz, J=2.4 Hz, 1H), 3.97-3.87 (m, 2H), 3.49 (m, 1H), 3.23 (m, 1H...